This data is from the Open Reaction Database (ORD), a public repository of structured organic reaction records. The task is: describe an organic reaction: reactants, conditions, products, and yield The reactants are CN(C)C=O, CCOC(=O)c1ccc(OCCCCl)cc1, [H-], [Na+], O, c1c[nH]cn1. The product is CCOC(=O)c1ccc(OCCCn2ccnc2)cc1. RXN SMILES: [CH3:25][N:26]([CH3:27])[CH:28]=[O:29].[Cl:8][CH2:9][CH2:10][CH2:11][O:12][c:13]1[cH:14][cH:15][c:16]([C:17](=[O:18])[O:19][CH2:20][CH3:21])[cH:22][cH:23]1.[H-:1].[Na+:2].[OH2:24].[nH:3]1[cH:4][n:5][cH:6][cH:7]1>>[n:3]1([CH2:9][CH2:10][CH2:11][O:12][c:13]2[cH:14][cH:15][c:16]([C:17](=[O:18])[O:19][CH2:20][CH3:21])[cH:22][cH:23]2)[cH:4][n:5][cH:6][cH:7]1. Starting materials: O (Water), solution, [N+](=[N-])=C (diazomethane), C(=O)(O)CON=C1C2=CC=CN2C=2C=CC=C3C=CN=C1C23 (7-carboxymethoxyimino-7H-indolizino[5,6,7-ij]isoquinoline). Solvent: C(C)OCC (diethyl ether), CN(C=O)C (dimethylformamide). Run at temperature 0 celsius, time 3 hour. The product is COC(=O)CON=C1C2=CC=CN2C=2C=CC=C3C=CN=C1C23 (7-methoxycarbonylmethoxyimino-7H-indolizino[5,6,7-ij]isoquinoline). RXN SMILES: [N+](=[CH2:3])=[N-].[C:4]([CH2:7][O:8][N:9]=[C:10]1[C:24]2[C:25]3[C:20]([CH:21]=[CH:22][N:23]=2)=[CH:19][CH:18]=[CH:17][C:16]=3[N:15]2[C:11]1=[CH:12][CH:13]=[CH:14]2)([OH:6])=[O:5].O>C(OCC)C.CN(C)C=O>[CH3:3][O:5][C:4]([CH2:7][O:8][N:9]=[C:10]1[C:24]2[C:25]3[C:20]([CH:21]=[CH:22][N:23]=2)=[CH:19][CH:18]=[CH:17][C:16]=3[N:15]2[C:11]1=[CH:12][CH:13]=[CH:14]2)=[O:6]. Procedure details: A 0.57M solution of diazomethane in diethyl ether (108 cc.) is added to a suspension of 7-carboxymethoxyimino-7H-indolizino[5,6,7-ij]isoquinoline (15 g.) in dimethylformamide (150 cc.) cooled to 0° C. The mixture is kept at between 0° and 5° C. for 3 hours and is then allowed to return to a temperature of about 20° C. Water (450 cc.) is then added, the mixture is cooled in an ice-water bath and the yellow crystals thus obtained are filtered off. After drying, the crude methyl ester (14.17 g.) is... Starting materials: O (water), [H-].[Na+] (Sodium hydride), N(=[N+]=[N-])[C@@H]1C[C@H](C2=CC=CC=C12)C1=CNC2=CC(=CC=C12)OC (3-((1R,3R)-3-azido-indan-1-yl)-6-methoxy-1H-indole), C1(=CC=C(C=C1)S(=O)(=O)Cl)C (p-toluene sulfonic acid chloride). The solvent is C(C)(=O)OCC (ethyl acetate), C1CCOC1 (THF). Conditions: temperature 5 celsius, time 1 hour. Product: N(=[N+]=[N-])[C@@H]1C[C@H](C2=CC=CC=C12)C1=CN(C2=CC(=CC=C12)OC)S(=O)(=O)C1=CC=C(C=C1)C (3-((1R,3R)-3-azido-indan-1-yl)-6-methoxy-1-(toluene-4-sulfonyl)-1H-indole). Yield: 83.0%. Reaction SMILES: [H-].[Na+].[N:3]([C@H:6]1[C:14]2[C:9](=[CH:10][CH:11]=[CH:12][CH:13]=2)[C@H:8]([C:15]2[C:23]3[C:18](=[CH:19][C:20]([O:24][CH3:25])=[CH:21][CH:22]=3)[NH:17][CH:16]=2)[CH2:7]1)=[N+:4]=[N-:5].[C:26]1([CH3:36])[CH:31]=[CH:30][C:29]([S:32](Cl)(=[O:34])=[O:33])=[CH:28][CH:27]=1.O>C1COCC1.C(OCC)(=O)C>[N:3]([C@H:6]1[C:14]2[C:9](=[CH:10][CH:11]=[CH:12][CH:13]=2)[C@H:8]([C:15]2[C:23]3[C:18](=[CH:19][C:20]([O:24][CH3:25])=[CH:21][CH:22]=3)[N:17]([S:32]([C:29]3[CH:30]=[CH:31][C:26]([CH3:36])=[CH:27][CH:28]=3)(=[O:34])=[O:33])[CH:16]=2)[CH2:7]1)=[N+:4]=[N-:5] |f:0.1|. Procedure: 1 g Sodium hydride (60% in mineral oil) was added to 2 g 3-((1R,3R)-3-azido-indan-1-yl)-6-methoxy-1H-indole in 50 mL dry THF at 5° C. and the reaction mixture was stirred 1 hour at 5° C. 2 g p-toluene sulfonic acid chloride was added in portions at 5° C. and stirring was continued for another 4 hours. Ice was added and after 1 hour water and ethyl acetate was added. The organic phase was separated and washed with brine, dried over MgSO4 and concentrated in vacuo. After flash chromatography (hept... The reactants are C(C)(=O)OCC (ethyl acetate), ClC1=CC=C(C=C1)S(=O)(=O)CC1=C(C=CC(=C1)F)F (2-[(4-chlorophenyl)sulfonylmethyl]-1,4-difluorobenzene), [Si](C1=CC=CC=C1)(C1=CC=CC=C1)(C(C)(C)C)OCCCCCCO (6-(t-butyldiphenylsilyloxy)-1-hexanol), C(#N)C=P(CCCC)(CCCC)CCCC (cyanomethylenetri-n-butylphosphorane). The solvent is C1(=CC=CC=C1)C (toluene). Yields the product [Si](C1=CC=CC=C1)(C1=CC=CC=C1)(C(C)(C)C)OCCCCCCC(S(=O)(=O)C1=CC=C(C=C1)Cl)C1=C(C=CC(=C1)F)F (2-[7-(t-Butyldiphenylsilyloxy)-1-[(4-chlorophenyl)sulfonyl]heptyl]-1,4-difluorobenzene). Yield: 79.4%. Reaction SMILES: [Cl:1][C:2]1[CH:7]=[CH:6][C:5]([S:8]([CH2:11][C:12]2[CH:17]=[C:16]([F:18])[CH:15]=[CH:14][C:13]=2[F:19])(=[O:10])=[O:9])=[CH:4][CH:3]=1.[Si:20]([O:37][CH2:38][CH2:39][CH2:40][CH2:41][CH2:42][CH2:43]O)([C:33]([CH3:36])([CH3:35])[CH3:34])([C:27]1[CH:32]=[CH:31][CH:30]=[CH:29][CH:28]=1)[C:21]1[CH:26]=[CH:25][CH:24]=[CH:23][CH:22]=1.C(C=P(CCCC)(CCCC)CCCC)#N.C(OCC)(=O)C>C1(C)C=CC=CC=1>[Si:20]([O:37][CH2:38][CH2:39][CH2:40][CH2:41][CH2:42][CH2:43][CH:11]([C:12]1[CH:17]=[C:16]([F:18])[CH:15]=[CH:14][C:13]=1[F:19])[S:8]([C:5]1[CH:6]=[CH:7][C:2]([Cl:1])=[CH:3][CH:4]=1)(=[O:10])=[O:9])([C:33]([CH3:34])([CH3:35])[CH3:36])([C:27]1[CH:28]=[CH:29][CH:30]=[CH:31][CH:32]=1)[C:21]1[CH:26]=[CH:25][CH:24]=[CH:23][CH:22]=1. Procedure: The 2-[(4-chlorophenyl)sulfonylmethyl]-1,4-difluorobenzene (470 mg, 1.55 mmol) obtained in Example 5 and 6-(t-butyldiphenylsilyloxy)-1-hexanol (740 mg, 2.08 mmol) were dissolved in toluene (20 ml), followed by the addition of cyanomethylenetri-n-butylphosphorane (500 mg, 2.07 mmol). Under an argon atmosphere, the resulting mixture was heated under reflux for 7 hours. After the reaction mixture was allowed to cool down, the residue obtained by concentrating the reaction mixture under reduced pres... Reactants: ClC1=C(C(=CC(=C1)Cl)Cl)S(=O)(=O)Cl (2,4,6-trichlorobenzenesulfonic acid chloride), Cl.NCCCCC(=O)O (5-aminovaleric acid hydrochloride). The solvent is O1CCOCC1 (1,4-dioxane), [OH-].[Na+] (sodium hydroxide). Run at time 18 hour. Yields the product ClC1=C(C(=CC(=C1)Cl)Cl)S(=O)(=O)NCCCCC(=O)O (5-(2,4,6-Trichloro-phenylsulfonamido)pentanoic acid). RXN SMILES: [Cl:1][C:2]1[CH:7]=[C:6]([Cl:8])[CH:5]=[C:4]([Cl:9])[C:3]=1[S:10](Cl)(=[O:12])=[O:11].Cl.[NH2:15][CH2:16][CH2:17][CH2:18][CH2:19][C:20]([OH:22])=[O:21]>O1CCOCC1.[OH-].[Na+]>[Cl:1][C:2]1[CH:7]=[C:6]([Cl:8])[CH:5]=[C:4]([Cl:9])[C:3]=1[S:10]([NH:15][CH2:16][CH2:17][CH2:18][CH2:19][C:20]([OH:22])=[O:21])(=[O:12])=[O:11] |f:1.2,4.5|. Procedure: A solution of 2,4,6-trichlorobenzenesulfonic acid chloride (3.00 g, 11 mmol) in 1,4-dioxane (50 ml) was added dropwise to a solution of 5-aminovaleric acid hydrochloride (1.50 g, 10 mmol) in 1 N sodium hydroxide solution (30 ml). The reaction mixture was stirred for 18 h at room temperature, and 1,4-dioxane was then distilled off in vacuo. The aqueous phase was extracted with ethyl acetate (3×50 ml) and then adjusted to pH 1 with concentrated hydrochloric acid. The acidic aqueous phase was extra... Starting materials: CCCS(=O)(=O)Cl, ClCCl, Nc1ccc(F)cc1F, O, c1ccncc1. Product: CCCS(=O)(=O)Nc1ccc(F)cc1F. Reaction SMILES: [CH2:16]([CH2:17][CH3:18])[S:19](=[O:20])(=[O:21])[Cl:22].[Cl:24][CH2:25][Cl:26].[F:1][c:2]1[c:3]([NH2:9])[cH:4][cH:5][c:6]([F:8])[cH:7]1.[OH2:23].[cH:10]1[cH:11][cH:12][n:13][cH:14][cH:15]1>>[F:1][c:2]1[c:3]([NH:9][S:19]([CH2:16][CH2:17][CH3:18])(=[O:20])=[O:21])[cH:4][cH:5][c:6]([F:8])[cH:7]1. The reactants are P(=O)(Cl)(Cl)Cl (phosphorus oxychloride), FC(CCSC1OCC(N1)=O)=C(F)F (2-(3,4,4-trifluoro-3-butenylthio)oxazolidin-4-one), N1=CC=CC=C1 (pyridine), ice water. Run in ClCCl (dichloromethane). Conditions: temperature 75 celsius, time 3 hour. Yields the product ClC=1N=C(OC1)SCCC(=C(F)F)F (4-chloro-2-(3,4,4-trifluoro-3-butenylthio)oxazole). Isolated yield 65.3%. Reaction SMILES: P(Cl)(Cl)([Cl:3])=O.[F:6][C:7](=[C:17]([F:19])[F:18])[CH2:8][CH2:9][S:10][CH:11]1[NH:15][C:14](=O)[CH2:13][O:12]1.N1C=CC=CC=1>ClCCl>[Cl:3][C:14]1[N:15]=[C:11]([S:10][CH2:9][CH2:8][C:7]([F:6])=[C:17]([F:19])[F:18])[O:12][CH:13]=1. Procedure details: 2 g of phosphorus oxychloride were added dropwise to a mixture of 1 g of 2-(3,4,4-trifluoro-3-butenylthio)oxazolidin-4-one and 0.35 g of pyridine under ice cooling and stirred at 70-80° C. for 3 hours. After addition of ice water to the reaction mixture and stirring for 30 minutes, the mixture was extractred with dichloromethane. The extracted layer was washed with water, dried with anhydrous sodium sulfate and the solvent was distilled off under reduced pressure. The residue was purified by col... The reactants are FC1=CC=C(CN)C=C1 (4-fluorobenzylamine), FC=1C=C(CN)C=CC1F (3,4-difluorobenzylamine), C(C1=CC=CC=C1)N1C(N(CC1)C=1SC(=C(N1)C)C(=O)O)=O (2-(3-benzyl-2-oxoimidazolidin-1-yl)-4-methylthiazole-5-carboxylic acid). Yields the product C(C1=CC=CC=C1)N1C(N(CC1)C=1SC(=C(N1)C)C(=O)NCC1=CC(=C(C=C1)F)F)=O (2-(3-benzyl-2-oxoimidazolidin-1-yl)-N-(3,4-difluorobenzyl)-4-methylthiazole-5-carboxamide). The yield is 43.0%. As a reaction SMILES: FC1C=CC(CN)=CC=1.[F:10][C:11]1[CH:12]=[C:13]([CH:16]=[CH:17][C:18]=1[F:19])[CH2:14][NH2:15].[CH2:20]([N:27]1[CH2:31][CH2:30][N:29]([C:32]2[S:33][C:34]([C:38](O)=[O:39])=[C:35]([CH3:37])[N:36]=2)[C:28]1=[O:41])[C:21]1[CH:26]=[CH:25][CH:24]=[CH:23][CH:22]=1>>[CH2:20]([N:27]1[CH2:31][CH2:30][N:29]([C:32]2[S:33][C:34]([C:38]([NH:15][CH2:14][C:13]3[CH:16]=[CH:17][C:18]([F:19])=[C:11]([F:10])[CH:12]=3)=[O:39])=[C:35]([CH3:37])[N:36]=2)[C:28]1=[O:41])[C:21]1[CH:26]=[CH:25][CH:24]=[CH:23][CH:22]=1. Procedure details: Following the procedure as describe in Example 9, making variations as required to replace 4-fluorobenzylamine with 3,4-difluorobenzylamine to react with 2-(3-benzyl-2-oxoimidazolidin-1-yl)-4-methylthiazole-5-carboxylic acid, the title compound was obtained as a white powder in 43% yield: mp 152-153° C.; 1H NMR (300 MHz, DMSO-d6) δ 7.36-7.00 (m, 8H), 6.05 (s, 1H), 4.49 (d, J=5.7 Hz, 2H), 4.45 (s, 2H), 4.05 (t, J=8.4 Hz, 2H), 3.44 (t, J=8.4 Hz, 2H), 2.58 (s, 3H); 13C NMR (75 MHz, DMSO-d6) δ 162.5... Starting materials: NN1NC=CN=C1 (2-amino-1,2,4-triazine), FC1=CC=C(C#N)C=C1 (4-fluorobenzonitrile). Yields the product C(#N)C1=CC=C(C=C1)NN1NC=CN=C1 (2-[(4-Cyanophenyl)amino]-1,2,4-triazine). RXN SMILES: [NH2:1][N:2]1[CH:7]=[N:6][CH:5]=[CH:4][NH:3]1.F[C:9]1[CH:16]=[CH:15][C:12]([C:13]#[N:14])=[CH:11][CH:10]=1>>[C:13]([C:12]1[CH:15]=[CH:16][C:9]([NH:1][N:2]2[CH:7]=[N:6][CH:5]=[CH:4][NH:3]2)=[CH:10][CH:11]=1)#[N:14]. Procedure: Starting compounds: 2-amino-1,2,4-triazine and 4-fluorobenzonitrile Reactants: Cc1cc(Nc2cc(N3CCC3)nc(Sc3ccc(N)cc3)n2)[nH]n1, Cc1cccc(C(=O)Cl)c1, c1ccncc1. The product is Cc1cccc(C(=O)Nc2ccc(Sc3nc(Nc4cc(C)n[nH]4)cc(N4CCC4)n3)cc2)c1. As a reaction SMILES: [NH2:1][c:2]1[cH:3][cH:4][c:5]([S:8][c:9]2[n:10][c:11]([N:22]3[CH2:23][CH2:24][CH2:25]3)[cH:12][c:13]([NH:15][c:16]3[cH:17][c:18]([CH3:21])[n:19][nH:20]3)[n:14]2)[cH:6][cH:7]1.[c:26]1([CH3:35])[cH:27][c:28]([C:32](=[O:33])[Cl:34])[cH:29][cH:30][cH:31]1.[cH:36]1[cH:37][cH:38][n:39][cH:40][cH:41]1>>[NH:1]([c:2]1[cH:3][cH:4][c:5]([S:8][c:9]2[n:10][c:11]([N:22]3[CH2:23][CH2:24][CH2:25]3)[cH:12][c:13]([NH:15][c:16]3[cH:17][c:18]([CH3:21])[n:19][nH:20]3)[n:14]2)[cH:6][cH:7]1)[C:32]([c:28]1[cH:27][c:26]([CH3:35])[cH:31][cH:30][cH:29]1)=[O:33].